The task is: describe an organic reaction: reactants, conditions, products, and yield. This data is from the Open Reaction Database (ORD), a public repository of structured organic reaction records. The reactants are FC1=CC=C(C=C1)N1C=C(C(C2=CC(=C(C(=C12)F)F)F)=O)C(=O)OCC (ethyl 1-(4-fluorophenyl)-6,7,8-trifluoro-1,4-dihydro-4-oxo-quinoline-3-carboxylate), Cl.N1(N=NC=C1)C1CNCC1 (3-(1,2,3-triazol-1-yl)-pyrrolidine hydrochloride), C1CCC2=NCCCN2CC1 (DBU). The solvent is C(C)#N (acetonitrile). Reaction conditions: time 15 hour. Product: FC=1C=C2C(C(=CN(C2=C(C1N1CC(CC1)N1N=NC=C1)F)C1=CC=C(C=C1)F)C(=O)OCC)=O (Ethyl 6,8-difluoro-1-(4-fluorophenyl)-7-[3-(1,2,3-triazol -1-yl) pyrrolidin-1-yl]-1,4-dihydro-4-oxo-quinoline-3-carboxylate). Reaction SMILES: [F:1][C:2]1[CH:7]=[CH:6][C:5]([N:8]2[C:17]3[C:12](=[CH:13][C:14]([F:20])=[C:15](F)[C:16]=3[F:18])[C:11](=[O:21])[C:10]([C:22]([O:24][CH2:25][CH3:26])=[O:23])=[CH:9]2)=[CH:4][CH:3]=1.Cl.[N:28]1([CH:33]2[CH2:37][CH2:36][NH:35][CH2:34]2)[CH:32]=[CH:31][N:30]=[N:29]1.C1CCN2C(=NCCC2)CC1>C(#N)C>[F:20][C:14]1[CH:13]=[C:12]2[C:17](=[C:16]([F:18])[C:15]=1[N:35]1[CH2:36][CH2:37][CH:33]([N:28]3[CH:32]=[CH:31][N:30]=[N:29]3)[CH2:34]1)[N:8]([C:5]1[CH:4]=[CH:3][C:2]([F:1])=[CH:7][CH:6]=1)[CH:9]=[C:10]([C:22]([O:24][CH2:25][CH3:26])=[O:23])[C:11]2=[O:21] |f:1.2|. Reported procedure: A solution of ethyl 1-(4-fluorophenyl)-6,7,8-trifluoro-1,4-dihydro-4-oxo-quinoline-3-carboxylate (180 mg, 0.5 mmol), 3-(1,2,3-triazol-1-yl)-pyrrolidine hydrochloride (259 mg, 1.4 mmol) and DBU (384 mg, 2.5 mmol) in acetonitrile (20 ml) was heated at 75° C for 3 h, cooled to r.t. and stirred for another 15 h. The separated solid was filtered, successively washed with acetonitrile and ether. The white crystalline solid thus obtained was dried in vac-oven at 40° C. Yield: 135 mg, 56.7%. 1H NMR (CDC... Procedure: 2-allyl-3-hydroxy-5-methoxybenzoic acid methyl ester is heated under nitrogen atmosphere to 260° C. for about 3 hours. Upon cooling, the reaction mass is dissolved in a small amount of 20%KOH and the aqueous alkaline solution is then extracted with ethyl ether. The organic phase is evaporated and the crude residue affords the title compound in 45% yield. B.p./0.3 mmHg 136°-38° C. Isolated yield 45.0%. The reactants are COC(C1=C(C(=CC(=C1)OC)O)CC=C)=O (2-allyl-3-hydroxy-5-methoxybenzoic acid methyl ester). Solvent: 20, [OH-].[K+] (KOH). Product: crude residue, COC(=O)C=1C=C(C=C2C1CC(O2)C)OC (2,3-dihydro-6-methoxy-2-methyl-4-benzofurancarboxylic acid methyl ester). Reaction SMILES: [CH3:1][O:2][C:3](=[O:16])[C:4]1[CH:9]=[C:8]([O:10][CH3:11])[CH:7]=[C:6]([OH:12])[C:5]=1[CH2:13][CH:14]=[CH2:15]>[OH-].[K+]>[CH3:1][O:2][C:3]([C:4]1[CH:9]=[C:8]([O:10][CH3:11])[CH:7]=[C:6]2[O:12][CH:14]([CH3:15])[CH2:13][C:5]=12)=[O:16] |f:1.2|. The reactants are C(CCCCCCCCCCC)O (dodecanol), solution, C(C(O)C)(=O)[O-].[NH4+] (ammonium lactate). Product: C(C(O)C)(=O)[O-].[NH4+] (ammonium lactate), C(C(O)C)(=O)O (lactic acid). RXN SMILES: [C:1]([O-:6])(=[O:5])[CH:2]([CH3:4])[OH:3].[NH4+:7].C(O)CCCCCCCCCCC>>[C:1]([O-:6])(=[O:5])[CH:2]([CH3:4])[OH:3].[NH4+:7].[C:1]([OH:6])(=[O:5])[CH:2]([CH3:4])[OH:3] |f:0.1,3.4|. Procedure details: The procedure described in Example 1 was followed except that the reaction solution consisted of 30 g of a 70% solution of ammonium lactate and 70 g dodecanol. The reaction mixture was heated for 1.5 hours at 105–110° C. and a reduced pressure of 1.1–2.2 mm Hg, resulting in a conversion of about 88% from ammonium lactate to lactic acid. Some of the dodecanol also reacted with lactic acid to form an ester. The conversion from ammonium lactate to lactic acid plus lactic acid ester was about 96%. The reactants are [Br-], C=C[Mg+], Cl, O=Cc1cc(O)ccc1[N+](=O)[O-]. The product is C=CC(O)c1cc(O)ccc1[N+](=O)[O-]. RXN SMILES: [Br-:13].[CH:14](=[CH2:15])[Mg+:16].[ClH:17].[OH:1][c:2]1[cH:3][cH:4][c:5]([N+:10](=[O:11])[O-:12])[c:6]([CH:7]=[O:8])[cH:9]1>>[OH:1][c:2]1[cH:3][cH:4][c:5]([N+:10](=[O:11])[O-:12])[c:6]([CH:7]([OH:8])[CH:14]=[CH2:15])[cH:9]1.